From a dataset of the Open Reaction Database (ORD), a public repository of structured organic reaction records. describe an organic reaction: reactants, conditions, products, and yield The reactants are O=C([O-])[O-], COc1cc(OC)nc(Oc2ccccc2C=NO)n1, CC(C)=O, Clc1cccc(C=CCBr)c1, [K+], [K+]. Yields the product COc1cc(OC)nc(Oc2ccccc2C=NOCC=Cc2cccc(Cl)c2)n1. As a reaction SMILES: [C:36](=[O:37])([O-:38])[O-:39].[CH3:1][O:2][c:3]1[n:4][c:5]([O:11][c:12]2[c:13]([CH:14]=[N:15][OH:16])[cH:17][cH:18][cH:19][cH:20]2)[n:6][c:7]([O:9][CH3:10])[cH:8]1.[CH3:32][C:33](=[O:34])[CH3:35].[Cl:21][c:22]1[cH:23][c:24]([CH:25]=[CH:26][CH2:27][Br:28])[cH:29][cH:30][cH:31]1.[K+:40].[K+:41]>>[CH3:1][O:2][c:3]1[n:4][c:5]([O:11][c:12]2[c:13]([CH:14]=[N:15][O:16][CH2:27][CH:26]=[CH:25][c:24]3[cH:23][c:22]([Cl:21])[cH:31][cH:30][cH:29]3)[cH:17][cH:18][cH:19][cH:20]2)[n:6][c:7]([O:9][CH3:10])[cH:8]1.